Dataset: the Open Reaction Database (ORD), a public repository of structured organic reaction records. Task: describe an organic reaction: reactants, conditions, products, and yield The reactants are C(C1=CC=CC=C1)OCCN1CC(N(CC1(C)C)CC1=C2C(=NC(=C1)C1=C(C=C(C=C1)O)F)NN=C2C)(C)C (4-{4-[4-(2-Benzyloxy-ethyl)-2,2,5,5-tetramethyl-piperazin-1-ylmethyl]-3-methyl-1H-pyrazolo[3,4-b]pyridin-6-yl}-3-fluoro-phenol), hydrorchloric acid. The reagents and catalysts are [Pd] (Pd/C). Run in CO (methanol). Run at time 5 hour. Yields the product FC=1C=C(C=CC1C1=CC(=C2C(=N1)NN=C2C)CN2C(CN(C(C2)(C)C)CCO)(C)C)O (3-Fluoro-4-{4-[4-(2-hydroxy-ethyl)-2,2,5,5-tetramethyl-piperazin-1-ylmethyl]-3-methyl-1H-pyrazolo[3,4-b]pyridin-6-yl}-phenol). As a reaction SMILES: C([O:8][CH2:9][CH2:10][N:11]1[C:16]([CH3:18])([CH3:17])[CH2:15][N:14]([CH2:19][C:20]2[CH:25]=[C:24]([C:26]3[CH:31]=[CH:30][C:29]([OH:32])=[CH:28][C:27]=3[F:33])[N:23]=[C:22]3[NH:34][N:35]=[C:36]([CH3:37])[C:21]=23)[C:13]([CH3:39])([CH3:38])[CH2:12]1)C1C=CC=CC=1>CO.[Pd]>[F:33][C:27]1[CH:28]=[C:29]([OH:32])[CH:30]=[CH:31][C:26]=1[C:24]1[N:23]=[C:22]2[NH:34][N:35]=[C:36]([CH3:37])[C:21]2=[C:20]([CH2:19][N:14]2[CH2:15][C:16]([CH3:17])([CH3:18])[N:11]([CH2:10][CH2:9][OH:8])[CH2:12][C:13]2([CH3:39])[CH3:38])[CH:25]=1. Procedure details: 63 mg of 4-{4-[4-(2-Benzyloxy-ethyl)-2,2,5,5-tetramethyl-piperazin-1-ylmethyl]-3-methyl-1H-pyrazolo[3,4-b]pyridin-6-yl}-3-fluoro-phenol were dissolved in 5 ml of methanol. 2 mg of Pd/C (10%) were added and the mixture was hydrogenated for 5 h at 5 bar. Then 1 ml of hydrorchloric acid (1M in dioxane) was added and the mixture was again hydrogenated at 5 bar for 24 h. The reaction was filtrated and concentrated in vacuo. After purification by HPLC 1 mg of the title compound was obtained. The reactants are [F-].C(CCC)[N+](CCCC)(CCCC)CCCC (Tetra-n-butylammonium fluoride), C(C)(C)(C)[Si](OCCCCCCCCCCC#CCCCCOC1OCCCC1)(C1=CC=CC=C1)C1=CC=CC=C1 (tert-butyldiphenyl-[16-(tetrahydropyran-2-yloxy)hexadec-11-ynyloxy]silane). Run in C1CCOC1 (THF), C1CCOC1 (THF). Reaction conditions: time 5 hour. The product is O1C(CCCC1)OCCCCC#CCCCCCCCCCCO (16-(tetrahydro-2H-pyran-2-yloxy)hexadec-11-yn-1-ol). Isolated yield 89.9%. As a reaction SMILES: [F-].C([N+](CCCC)(CCCC)CCCC)CCC.C([Si](C1C=CC=CC=1)(C1C=CC=CC=1)[O:24][CH2:25][CH2:26][CH2:27][CH2:28][CH2:29][CH2:30][CH2:31][CH2:32][CH2:33][CH2:34][C:35]#[C:36][CH2:37][CH2:38][CH2:39][CH2:40][O:41][CH:42]1[CH2:47][CH2:46][CH2:45][CH2:44][O:43]1)(C)(C)C>C1COCC1>[O:43]1[CH2:44][CH2:45][CH2:46][CH2:47][CH:42]1[O:41][CH2:40][CH2:39][CH2:38][CH2:37][C:36]#[C:35][CH2:34][CH2:33][CH2:32][CH2:31][CH2:30][CH2:29][CH2:28][CH2:27][CH2:26][CH2:25][OH:24] |f:0.1|. Reported procedure: Tetra-n-butylammonium fluoride (3.14 g, 12.5 mL of a 1 M soln in THF, 12.50 mmol) was added to a solution of the above crude tert-butyldiphenyl-[16-(tetrahydropyran-2-yloxy)hexadec-11-ynyloxy]silane (6 g, 10.42 mmol) in THF (150 mL) under an argon atmosphere. After 5 h, the reaction mixture was quenched with sat. aq. NH4Cl (5 mL), washed with water (100 mL), and brine (75 mL). The aqueous layer was back-extracted with ether (2×75 mL). The combined organic extracts were dried over Na2SO4, concent... Starting materials: CCOC(=O)N1CCN(C(=O)OCc2ccccc2)C(C)C1, CCOC(C)=O, [H][H]. The product is CCOC(=O)N1CCNC(C)C1. As a reaction SMILES: [CH2:1]([CH3:2])[O:3][C:4](=[O:5])[N:6]1[CH2:7][CH:8]([CH3:22])[N:9]([C:12]([O:13][CH2:14][c:15]2[cH:16][cH:17][cH:18][cH:19][cH:20]2)=[O:21])[CH2:10][CH2:11]1.[CH3:25][CH2:26][O:27][C:28](=[O:29])[CH3:30].[H:23][H:24]>>[CH2:1]([CH3:2])[O:3][C:4](=[O:5])[N:6]1[CH2:7][CH:8]([CH3:22])[NH:9][CH2:10][CH2:11]1. Reactants: O=C(C1=CC=C(Br)C=C1)N(C(C)C)C(C)C. The reagents and catalysts are O=C1C=CC=2C=CC=C(C3=CN=C(C=C3)C=4N=CC=CC4)C2N1, O1B(OC(C)(C)C1(C)C)B2OC(C)(C)C(O2)(C)C, [K].OC(C)(C)C, C[OH2+].C[OH2+].C1CC=CCCC=C1.C1CC=CCCC=C1.[Ir].[Ir]. Solvent: O1CCCC1. Conditions: temperature 80 celsius, time 12 hour. Product: O=C(C1=CC=C(Br)C(=C1)B2OC(C)(C)C(O2)(C)C)N(C(C)C)C(C)C. Isolated yield 38.0%. Reported procedure: In an argon filled glove box, a 5.0 mL wheaton microreactor was charged with [Ir(cod)(OMe)]2 (1.98 mg, 1.5 mol%), L1 ligand (2.1 mg, 3.5 mol%), B2pin2 (50.8 mg, 1.0 equiv.), KOtBu (1.0 mg, 4.5 mol%) and dry THF (1.0 mL). The reaction mixture was stirred for 2 minutes at room temperature. To this mixture, 4-bromo-N,N-diisopropylbenzamide (56.8 mg, 0.2 mmol) was added. The microreactor was capped with a teflon pressure cap and placed into pre-heated aluminum block at 80 oC. The reaction mixture wa... Starting materials: ClCCl, CS(=O)(=O)Cl, CN1CCOCC1, CCOC(C)=O, Nc1ccc(-c2cnc(N)c(OCc3c(Cl)cccc3Cl)c2)cc1. Yields the product CS(=O)(=O)Nc1ccc(-c2cnc(N)c(OCc3c(Cl)cccc3Cl)c2)cc1. Reaction SMILES: [CH2:37]([Cl:38])[Cl:39].[CH3:25][S:26]([Cl:27])(=[O:28])=[O:29].[CH3:30][N:31]1[CH2:32][CH2:33][O:34][CH2:35][CH2:36]1.[CH3:40][CH2:41][O:42][C:43](=[O:44])[CH3:45].[NH2:1][c:2]1[cH:3][cH:4][c:5](-[c:8]2[cH:9][c:10]([O:15][CH2:16][c:17]3[c:18]([Cl:24])[cH:19][cH:20][cH:21][c:22]3[Cl:23])[c:11]([NH2:14])[n:12][cH:13]2)[cH:6][cH:7]1>>[NH:1]([c:2]1[cH:3][cH:4][c:5](-[c:8]2[cH:9][c:10]([O:15][CH2:16][c:17]3[c:18]([Cl:24])[cH:19][cH:20][cH:21][c:22]3[Cl:23])[c:11]([NH2:14])[n:12][cH:13]2)[cH:6][cH:7]1)[S:26]([CH3:25])(=[O:28])=[O:29].